This data is from the Open Reaction Database (ORD), a public repository of structured organic reaction records. The task is: describe an organic reaction: reactants, conditions, products, and yield Starting materials: COC(OC)OC, CO, O=Cc1ccc(C=CC(=O)O)cc1. Product: COC(OC)c1ccc(C=CC(=O)O)cc1. Reaction SMILES: [CH3:1][O:2][CH:3]([O:4][CH3:5])[O:6][CH3:7].[CH3:21][OH:22].[CH:8](=[O:9])[c:10]1[cH:11][cH:12][c:13]([CH:16]=[CH:17][C:18](=[O:19])[OH:20])[cH:14][cH:15]1>>[CH:3]([O:4][CH3:5])([O:6][CH3:7])[c:10]1[cH:11][cH:12][c:13]([CH:16]=[CH:17][C:18](=[O:19])[OH:20])[cH:14][cH:15]1. Starting materials: C1COCCO1, O=C(C=Cc1ccccc1)C=Cc1ccccc1, O=C(C=Cc1ccccc1)C=Cc1ccccc1, O=C(C=Cc1ccccc1)C=Cc1ccccc1, CN1C(=O)C2(CC2)CN(C2CCCCC2)c2nc(Cl)ncc21, CN(C)C1CCC(NC(=O)c2cc(Cl)c(N)cc2F)CC1, [Pd+2]. Product: CN1C(=O)C2(CC2)CN(C2CCCCC2)c2nc(Nc3cc(F)c(C(=O)NC4CCC(N(C)C)CC4)cc3Cl)ncc21. As a reaction SMILES: [CH2:44]1[O:45][CH2:46][CH2:47][O:48][CH2:49]1.[CH:51](=[CH:52][C:53]([CH:54]=[CH:55][c:56]1[cH:57][cH:58][cH:59][cH:60][cH:61]1)=[O:62])[c:63]1[cH:64][cH:65][cH:66][cH:67][cH:68]1.[CH:69](=[CH:70][C:71]([CH:72]=[CH:73][c:74]1[cH:75][cH:76][cH:77][cH:78][cH:79]1)=[O:80])[c:81]1[cH:82][cH:83][cH:84][cH:85][cH:86]1.[CH:87](=[CH:88][C:89]([CH:90]=[CH:91][c:92]1[cH:93][cH:94][cH:95][cH:96][cH:97]1)=[O:98])[c:99]1[cH:100][cH:101][cH:102][cH:103][cH:104]1.[Cl:1][c:2]1[n:3][cH:4][c:5]2[c:13]([n:14]1)[N:12]([CH:15]1[CH2:16][CH2:17][CH2:18][CH2:19][CH2:20]1)[CH2:11][C:8]1([C:7](=[O:21])[N:6]2[CH3:22])[CH2:9][CH2:10]1.[NH2:23][c:24]1[cH:25][c:26]([F:43])[c:27]([C:28](=[O:29])[NH:30][CH:31]2[CH2:32][CH2:33][CH:34]([N:37]([CH3:38])[CH3:39])[CH2:35][CH2:36]2)[cH:40][c:41]1[Cl:42].[Pd+2:50]>>[c:2]1([NH:23][c:24]2[cH:25][c:26]([F:43])[c:27]([C:28](=[O:29])[NH:30][CH:31]3[CH2:32][CH2:33][CH:34]([N:37]([CH3:38])[CH3:39])[CH2:35][CH2:36]3)[cH:40][c:41]2[Cl:42])[n:3][cH:4][c:5]2[c:13]([n:14]1)[N:12]([CH:15]1[CH2:16][CH2:17][CH2:18][CH2:19][CH2:20]1)[CH2:11][C:8]1([C:7](=[O:21])[N:6]2[CH3:22])[CH2:9][CH2:10]1.